Dataset: the Open Reaction Database (ORD), a public repository of structured organic reaction records. Task: describe an organic reaction: reactants, conditions, products, and yield Starting materials: ClC1=CC=C(C(C(=O)N)=C1)O (5-chlorosalicyl-amide), S(=O)(Cl)Cl (thionyl chloride), ClC1=CC=C(C(C(=O)O)=C1)O (5-chlorosalicylic acid), N1=CC=CC=C1 (pyridine). Run in C=1(C(=CC=CC1)C)C (xylene). Run at time 1 hour. Product: ClC=1C=CC2=C(C(N=C(O2)C2=C(C=CC(=C2)Cl)O)=O)C1 (6-chloro-2-(5-chloro-2-hydroxyphenyl)benz[e][1,3]oxazin-4-one). Reaction SMILES: [Cl:1][C:2]1[CH:10]=[C:6]([C:7]([NH2:9])=[O:8])[C:5]([OH:11])=[CH:4][CH:3]=1.[Cl:12][C:13]1[CH:21]=[C:17]([C:18](O)=O)[C:16]([OH:22])=[CH:15][CH:14]=1.N1C=CC=CC=1.S(Cl)(Cl)=O>C1(C)C(C)=CC=CC=1>[Cl:1][C:2]1[CH:3]=[CH:4][C:5]2[O:11][C:18]([C:17]3[CH:21]=[C:13]([Cl:12])[CH:14]=[CH:15][C:16]=3[OH:22])=[N:9][C:7](=[O:8])[C:6]=2[CH:10]=1. Reported procedure: 40.0 g of 5-chlorosalicyl-amide and 54.0 g of 5-chlorosalicylic acid are boiled under reflux in 400 ml of xylene after addition of 2.5 ml of pyridine. 38 ml of thionyl chloride are added in the course of 2 h, the mixture is stirred for a further 1 h and the solvent is then distilled off under reduced pressure. The residue is suspended in 200 ml of ethanol, filtered off and washed with ethanol. After drying, 6-chloro-2-(5-chloro-2-hydroxyphenyl)benz[e][1,3]oxazin-4-one is obtained as slightly yel... The reactants are N,N′-carbonyldiimidazole, C1(=C(C=CC=C1)N)N (1,2-phenylenediamine), FC(C(=O)O)(F)F (trifluoroacetic acid), C(C1=CC=CC=C1)(=O)O (benzoic acid). Run in CS(=O)C (dimethyl sulfoxide). Conditions: time 1 hour. The product is NC1=C(C=CC=C1)NC(C1=CC=CC=C1)=O (N-(2-aminophenyl)benzamide). Yield: 59.8%. RXN SMILES: [C:1]([OH:9])(=O)[C:2]1[CH:7]=[CH:6][CH:5]=[CH:4][CH:3]=1.[C:10]1([NH2:17])[CH:15]=[CH:14][CH:13]=[CH:12][C:11]=1[NH2:16].FC(F)(F)C(O)=O>CS(C)=O>[NH2:16][C:11]1[CH:12]=[CH:13][CH:14]=[CH:15][C:10]=1[NH:17][C:1](=[O:9])[C:2]1[CH:3]=[CH:4][CH:5]=[CH:6][CH:7]=1. Procedure: 1.62 g (10 mmole) of N,N′-carbonyldiimidazole were added to a dimethyl sulfoxide (10 ml) solution including 1.12 g (10 mmole) of benzoic acid, followed by stirring at room temperature for 1 hour. After the addition of 2.16 g (20 mmole, 2 equivalents) of 1,2-phenylenediamine, 1.9 ml of trifluoroacetic acid were added dropwise at room temperature. After reaction had been further carried out at room temperature for 15 hours, a post-treatment was performed in the same manner as in Example 6 to obtai...